Dataset: the Open Reaction Database (ORD), a public repository of structured organic reaction records. Task: describe an organic reaction: reactants, conditions, products, and yield The reactants are COC=1C=C2CCCC(C2=CC1)=O (6-methoxytetralone), COC1=CC=C(C=C1)[Mg]Br (4-methoxyphenyl magnesium bromide), BrC1=CC=C(C=C1)OC (4-bromoanisole), [Mg] (magnesium). The reagents and catalysts are C1(=CC=C(C=C1)S(=O)(=O)O)C (p-toluenesulfonic acid). Run in O1CCCC1 (tetrahydrofuran), O1CCCC1 (tetrahydrofuran), C1(=CC=CC=C1)C (toluene), CO (carbinol). Yields the product COC=1C=C2CCC=C(C2=CC1)C1=CC=C(C=C1)OC (3,4-dihydro-6-methoxy-1-(4-methoxyphenyl)naphthalene). As a reaction SMILES: [CH3:1][O:2][C:3]1[CH:8]=[CH:7][C:6]([Mg]Br)=[CH:5][CH:4]=1.BrC1C=CC(OC)=CC=1.[Mg].[CH3:21][O:22][C:23]1[CH:24]=[C:25]2[C:30](=[CH:31][CH:32]=1)[C:29](=O)[CH2:28][CH2:27][CH2:26]2>O1CCCC1.C1(C)C=CC=CC=1.C1(C)C=CC(S(O)(=O)=O)=CC=1.CO>[CH3:1][O:2][C:3]1[CH:8]=[C:7]2[C:6](=[CH:5][CH:4]=1)[C:29]([C:30]1[CH:31]=[CH:32][C:23]([O:22][CH3:21])=[CH:24][CH:25]=1)=[CH:28][CH2:27][CH2:26]2. Procedure details: A solution of 4-methoxyphenyl magnesium bromide, freshly prepared in the normal manner in tetrahydrofuran (200 mL) from 4-bromoanisole (101 g) and magnesium metal (14.5 g), was added over 45 minutes with stirring to a chilled (0° C.) solution of 6-methoxytetralone (85 g) in dry tetrahydrofuran (500 mL). After the addition was completed, the reaction was stirred at room temperature for 2 hours and the excess reagent was destroyed by the careful addition of water (50 mL). Most of the solvent was r... Reactants: C=CC1=CC=CC=C1 (Styrene), CN(C1CCCCC1)C1CCCCC1 (N-methyldicyclohexylamine), IC1=CC=C(C=C1)OC(N(C1=CC=CC=C1)C)=O (methyl-phenyl-carbamic acid 4-iodo-phenyl ester). Reagents/catalysts: C=1C=CC(=CC1)/C=C/C(=O)/C=C/C2=CC=CC=C2.C=1C=CC(=CC1)/C=C/C(=O)/C=C/C2=CC=CC=C2.C=1C=CC(=CC1)/C=C/C(=O)/C=C/C2=CC=CC=C2.[Pd].[Pd] (Pd2(dba)3), CC(C)([P](C(C)(C)C)([Pd][P](C(C)(C)C)(C(C)(C)C)C(C)(C)C)C(C)(C)C)C (Pd(P(t-Bu)3)2). Conditions: temperature 70 celsius, time 8 hour. The product is C(=CC1=CC=CC=C1)C1=CC=C(C=C1)OC(N(C1=CC=CC=C1)C)=O (Methyl-phenyl-carbamic acid 4-styryl-phenyl ester). Isolated yield 17.0%. Reaction SMILES: [CH2:1]=[CH:2][C:3]1[CH:8]=[CH:7][CH:6]=[CH:5][CH:4]=1.CN(C1CCCCC1)C1CCCCC1.I[C:24]1[CH:29]=[CH:28][C:27]([O:30][C:31](=[O:40])[N:32]([CH3:39])[C:33]2[CH:38]=[CH:37][CH:36]=[CH:35][CH:34]=2)=[CH:26][CH:25]=1>C1C=CC(/C=C/C(/C=C/C2C=CC=CC=2)=O)=CC=1.C1C=CC(/C=C/C(/C=C/C2C=CC=CC=2)=O)=CC=1.C1C=CC(/C=C/C(/C=C/C2C=CC=CC=2)=O)=CC=1.[Pd].[Pd].CC(C)([P](C(C)(C)C)([Pd][P](C(C)(C)C)(C(C)(C)C)C(C)(C)C)C(C)(C)C)C>[CH:1]([C:24]1[CH:25]=[CH:26][C:27]([O:30][C:31](=[O:40])[N:32]([CH3:39])[C:33]2[CH:38]=[CH:37][CH:36]=[CH:35][CH:34]=2)=[CH:28][CH:29]=1)=[CH:2][C:3]1[CH:8]=[CH:7][CH:6]=[CH:5][CH:4]=1 |f:3.4.5.6.7,^1:99,105|. Procedure: Styrene (1.2 mmol), N-methyldicyclohexylamine (1.2 mmol), Pd2(dba)3 (0.03 mmol), Pd(P(t-Bu)3)2 (0.06 mmol) and methyl-phenyl-carbamic acid 4-iodo-phenyl ester (1.0 mmol) were added to a Schlenk tube under nitrogen. The Schlenk tube was evacuated and refilled with nitrogen five times. Then dioxane (2 mL) was added and the reaction mixture was stirred at 70° C. for 8 h. The crude product was purified by flash chromatography (Quad flash 12, EtOAc-heptane) giving the title compound in 17% yield as c...